This data is from the Open Reaction Database (ORD), a public repository of structured organic reaction records. The task is: describe an organic reaction: reactants, conditions, products, and yield Starting materials: O=C1CC(c2ccccc2C(F)(F)F)Oc2ccc(O)cc21, Oc1ccc2c(c1)C(O)CC(c1ccccc1)O2. The product is Oc1ccc2c(c1)C(O)CC(c1ccccc1C(F)(F)F)O2. Reaction SMILES: [F:19][C:20]([c:21]1[c:22]([CH:27]2[O:28][c:29]3[cH:30][cH:31][c:32]([OH:38])[cH:33][c:34]3[C:35](=[O:37])[CH2:36]2)[cH:23][cH:24][cH:25][cH:26]1)([F:39])[F:40].[c:1]1([CH:2]2[CH2:3][CH:4]([OH:5])[c:6]3[c:7]([cH:8][cH:9][c:10]([OH:11])[cH:12]3)[O:13]2)[cH:14][cH:15][cH:16][cH:17][cH:18]1>>[F:19][C:20]([c:21]1[c:22]([CH:27]2[O:28][c:29]3[cH:30][cH:31][c:32]([OH:38])[cH:33][c:34]3[CH:35]([OH:37])[CH2:36]2)[cH:23][cH:24][cH:25][cH:26]1)([F:39])[F:40]. Reactants: CC(C)OP(=O)(CP(=O)(OC(C)C)OC(C)C)OC(C)C, CCNCC, CO. Product: C=C(P(=O)(OC(C)C)OC(C)C)P(=O)(OC(C)C)OC(C)C. Reaction SMILES: [CH2:1]([P:2]([O:3][CH:4]([CH3:5])[CH3:6])([O:7][CH:8]([CH3:9])[CH3:10])=[O:11])[P:12]([O:13][CH:14]([CH3:15])[CH3:16])([O:17][CH:18]([CH3:19])[CH3:20])=[O:21].[CH2:22]([NH:23][CH2:24][CH3:25])[CH3:26].[CH3:27][OH:28]>>[C:1]([P:2]([O:3][CH:4]([CH3:5])[CH3:6])([O:7][CH:8]([CH3:9])[CH3:10])=[O:11])([P:12]([O:13][CH:14]([CH3:15])[CH3:16])([O:17][CH:18]([CH3:19])[CH3:20])=[O:21])=[CH2:22]. Starting materials: COC1=CC=2C(C3=CC=CC(=C3C2C=C1)OC)=O (2,5-dimethoxy-fluoren-9-one), Br (hydrogen bromide). Solvent: C(C)(=O)O (acetic acid). Conditions: temperature 80 celsius. The product is OC1=CC=2C(C3=CC=CC(=C3C2C=C1)O)=O (2,5-dihydroxy-fluoren-9-one). Reaction SMILES: C[O:2][C:3]1[CH:15]=[CH:14][C:13]2[C:12]3[C:7](=[CH:8][CH:9]=[CH:10][C:11]=3[O:16]C)[C:6](=[O:18])[C:5]=2[CH:4]=1.Br>C(O)(=O)C>[OH:2][C:3]1[CH:15]=[CH:14][C:13]2[C:12]3[C:7](=[CH:8][CH:9]=[CH:10][C:11]=3[OH:16])[C:6](=[O:18])[C:5]=2[CH:4]=1. Procedure: Prepare a solution of 2,5-dimethoxy-fluoren-9-one (0.031 mmol) in glacial acetic acid (50 mL) and warm to 80° C. Add hydrogen bromide (150 mL, 48% solution) and prepare according to the procedure set forth in Example 1D to obtain 2,5-dihydroxy-fluoren-9-one. Reactants: [N+](=O)([O-])[O-].[NH4+].[Ce] (cerium ammonium nitrate), FC1=CC=C(C=C1)C=1SC2=C(N1)C(=CC(=C2)OC)OC (2-(4-fluorophenyl)-4,6-dimethoxy-1,3-benzothiazole). Run in C(C)(=O)OCC (ethyl acetate). Conditions: time 3 hour. Yields the product FC1=CC=C(C=C1)C=1SC2=C(N1)C(C=C(C2=O)OC)=O (2-(4-fluorophenyl)-6-methoxy-1,3-benzothiazole-4,7-dione). The yield is 16.0%. Reaction SMILES: [N+]([O-])([O-])=[O:2].[NH4+].[Ce].[F:7][C:8]1[CH:13]=[CH:12][C:11]([C:14]2[S:15][C:16]3[CH:22]=[C:21]([O:23][CH3:24])[CH:20]=[C:19]([O:25]C)[C:17]=3[N:18]=2)=[CH:10][CH:9]=1>C(OCC)(=O)C>[F:7][C:8]1[CH:13]=[CH:12][C:11]([C:14]2[S:15][C:16]3[C:22](=[O:2])[C:21]([O:23][CH3:24])=[CH:20][C:19](=[O:25])[C:17]=3[N:18]=2)=[CH:10][CH:9]=1 |f:0.1.2|. Procedure: 63 ml of a freshly prepared 0.65 M cerium ammonium nitrate solution is added, dropwise, to 3.8 g (13.1 mmol) of 2-(4-fluorophenyl)-4,6-dimethoxy-1,3-benzothiazole in solution in 100 ml of ethyl acetate. The reaction mixture is maintained under stirring at ambient temperature for 3 hours then the aqueous phase is separated and washed with 3 times 75 ml of ethyl acetate. The organic phases are combined, dried over sodium sulphate and the solvents are evaporated off under reduced pressure. The resi... Starting materials: 0.C, C1(=CC=C(C=C1)S(=O)(=O)Cl)C (p-toluenesulfonyl chloride), N1=CC=CC=C1 (pyridine), C(C1=CC=CC=C1)N1CC(CC1)(CO)C(F)(F)F (1-benzyl-3-trifluoromethylpyrrolidine-3-methanol), N1=CC=CC=C1 (pyridine). The solvent is C(Cl)Cl (methylene chloride). Reaction conditions: temperature 0 celsius. The product is C(C1=CC=CC=C1)N1CC(CC1)(COS(=O)(=O)C=1C(=CC=CC1)C)C(F)(F)F (1-benzyl-3-trifluoromethyl-3-(toluenesulfonyloxymethyl)pyrrolidine). RXN SMILES: [CH2:1]([N:8]1[CH2:12][CH2:11][C:10]([C:15]([F:18])([F:17])[F:16])([CH2:13][OH:14])[CH2:9]1)[C:2]1[CH:7]=[CH:6][CH:5]=[CH:4][CH:3]=1.[C:19]1(C)[CH:24]=[CH:23][C:22]([S:25](Cl)(=[O:27])=[O:26])=[CH:21][CH:20]=1.N1C=CC=C[CH:31]=1>C(Cl)Cl>[CH2:1]([N:8]1[CH2:12][CH2:11][C:10]([C:15]([F:17])([F:18])[F:16])([CH2:13][O:14][S:25]([C:22]2[C:23]([CH3:31])=[CH:24][CH:19]=[CH:20][CH:21]=2)(=[O:26])=[O:27])[CH2:9]1)[C:2]1[CH:3]=[CH:4][CH:5]=[CH:6][CH:7]=1. Procedure details: The compound from step 456b (1.61 g) was dissolved in dry pyridine, and the solution was cooled to 0° C. To this was added 1.458 g of p-toluenesulfonyl chloride in 4 mL of dry pyridine, and the reaction was stirred at 0.C for 4 days. The mixture was diluted with 300 mL of methylene chloride, then washed with water and brine and dried. Removal of the solvent gave 2.81 g of the title compound. The reactants are C(C)OC(C1=CC(C(=O)N(CCC)C)=CC(=C1)COC(C)C)=O (5-isopropoxymethyl-N-methyl-N-propyl-isophthalamic acid ethyl ester). Run in [OH-].[Na+] (NaOH), CO (methanol). Run at time 15 minute. Yields the product C(C)(C)OCC=1C=C(C=C(C(=O)O)C1)C(=O)N(CCC)C (5-Isopropoxymethyl-N-methyl-N-propyl-isophthalamic acid). As a reaction SMILES: C([O:3][C:4](=[O:23])[C:5]1[CH:17]=[C:16]([CH2:18][O:19][CH:20]([CH3:22])[CH3:21])[CH:15]=[C:7]([C:8]([N:10]([CH3:14])[CH2:11][CH2:12][CH3:13])=[O:9])[CH:6]=1)C>[OH-].[Na+].CO>[CH:20]([O:19][CH2:18][C:16]1[CH:15]=[C:7]([C:8]([N:10]([CH3:14])[CH2:11][CH2:12][CH3:13])=[O:9])[CH:6]=[C:5]([CH:17]=1)[C:4]([OH:23])=[O:3])([CH3:22])[CH3:21] |f:1.2|. Procedure details: Dissolve the crude 5-isopropoxymethyl-N-methyl-N-propyl-isophthalamic acid ethyl ester (0.23 mmol) in 5 N NaOH (1 mL) and methanol (2 mL). Stir at room temperature for 15 min, concentrate methanol and redissolve the residue in water (20 mL). Wash with diethyl ether (2×10 mL), acidify the aqueous layer with 5 N HCl to about pH=1. Extract with dichloromethane to give the title compound. The reactants are COC(=O)CN(c1c(F)cccc1OCc1ccccc1)S(=O)(=O)NC(=O)OC(C)(C)C, O=C(O)C(F)(F)F. Yields the product COC(=O)CN(c1c(F)cccc1OCc1ccccc1)S(N)(=O)=O. RXN SMILES: [CH3:1][O:2][C:3]([CH2:4][N:5]([c:6]1[c:7]([O:13][CH2:14][c:15]2[cH:16][cH:17][cH:18][cH:19][cH:20]2)[cH:8][cH:9][cH:10][c:11]1[F:12])[S:21]([NH:22][C:23]([O:24][C:25]([CH3:26])([CH3:27])[CH3:28])=[O:29])(=[O:30])=[O:31])=[O:32].[OH:33][C:34]([C:35]([F:36])([F:37])[F:38])=[O:39]>>[CH3:1][O:2][C:3]([CH2:4][N:5]([c:6]1[c:7]([O:13][CH2:14][c:15]2[cH:16][cH:17][cH:18][cH:19][cH:20]2)[cH:8][cH:9][cH:10][c:11]1[F:12])[S:21]([NH2:22])(=[O:30])=[O:31])=[O:32]. The reactants are C(#N)C(C(=O)N)C1OC(C(=C1Cl)Cl)=O (2-cyano-2-(3,4-dichloro-5-oxo-2,5-dihydrofuran-2-yl)acetamide), NCC=1C=C(C=CC1)S(=O)(=O)N(C)C (3-(aminomethyl)-N,N-dimethylbenzenesulfonamide), C([O-])([O-])=O.[K+].[K+] (potassium carbonate). Solvent: C(C)O (ethanol). Reaction conditions: temperature 70 celsius, time 8 hour. The product is Cl.ClC=1C=C(C(N(C1)CC1=CC(=CC=C1)S(N(C)C)(=O)=O)=N)C(=O)N (5-chloro-2-imino-1-[3-(dimethylsulfamoyl)benzyl]-1,2-dihydropyridine-3-carboxamide hydrochloride). The yield is 48.6%. Reaction SMILES: [C:1]([CH:3]([CH:7]1[C:11]([Cl:12])=[C:10](Cl)C(=O)O1)[C:4]([NH2:6])=[O:5])#[N:2].[NH2:15][CH2:16][C:17]1[CH:18]=[C:19]([S:23]([N:26]([CH3:28])[CH3:27])(=[O:25])=[O:24])[CH:20]=[CH:21][CH:22]=1.C(=O)([O-])[O-].[K+].[K+]>C(O)C>[ClH:12].[Cl:12][C:11]1[CH:7]=[C:3]([C:4]([NH2:6])=[O:5])[C:1](=[NH:2])[N:15]([CH2:16][C:17]2[CH:22]=[CH:21][CH:20]=[C:19]([S:23](=[O:25])(=[O:24])[N:26]([CH3:27])[CH3:28])[CH:18]=2)[CH:10]=1 |f:2.3.4,6.7|. Reported procedure: (Step 2) To a suspension of 2-cyano-2-(3,4-dichloro-5-oxo-2,5-dihydrofuran-2-yl)acetamide (0.73 g) and 3-(aminomethyl)-N,N-dimethylbenzenesulfonamide obtained in Step 1 (1.0 g) in ethanol (10 ml) was added potassium carbonate (0.65 g) at room temperature, and the mixture was stirred overnight at 70° C. The reaction solution was filtered through celite. The solvent was evaporated under reduced pressure. The residue was purified by basic silica gel column chromatography (ethyl acetate:hexane=7:3→1...